describe an organic reaction: reactants, conditions, products, and yield From a dataset of the Open Reaction Database (ORD), a public repository of structured organic reaction records. Starting materials: BrC=1C=CC=C2C(N(C(NC12)=O)C)=O (8-bromo-3-methylquinazoline-2,4(1H,3H)-dione), P(=O)(Cl)(Cl)Cl (phosphoryl trichloride), C(C)N(C(C)C)C(C)C (N-ethyl-N-isopropylpropan-2-amine). The solvent is C(Cl)Cl (DCM). Yields the product BrC=1C=CC=C2C(N(C(=NC12)Cl)C)=O (8-bromo-2-chloro-3-methylquinazolin-4(3H)-one). Isolated yield 84.3%. RXN SMILES: [Br:1][C:2]1[CH:3]=[CH:4][CH:5]=[C:6]2[C:11]=1[NH:10][C:9](=O)[N:8]([CH3:13])[C:7]2=[O:14].P(Cl)(Cl)([Cl:17])=O.C(N(C(C)C)C(C)C)C>C(Cl)Cl>[Br:1][C:2]1[CH:3]=[CH:4][CH:5]=[C:6]2[C:11]=1[N:10]=[C:9]([Cl:17])[N:8]([CH3:13])[C:7]2=[O:14]. Procedure: A slurry of 8-bromo-3-methylquinazoline-2,4(1H,3H)-dione (722b, 1.14 g, 4.47 mmol), phosphoryl trichloride (4.09 mL, 44.7 mmol), and N-ethyl-N-isopropylpropan-2-amine (3.11 mL, 17.88 mmol) was stirred at reflux for 19 h. The reaction mixture was concentrated, diluted with ice, basicified with 10 N NaOH to ˜pH 10, filtered, and washed with water to give brown solid. The solid was transferred to an Erlenmeyer flask and dissolved in DCM when a small aqueous layer formed; this was partitioned in a s... Starting materials: IC1=CC=CC=2C1=NSN2 (4-iodo-benzo[1,2,5]thiadiazole), CN(C1=CC=C(C=C1)B(O)O)C (4-(dimethylamino)phenylboronic acid). The product is N1=C2C(=NS1)C(=CC=C2)C2=CC=C(C=C2)N(C)C ((4-Benzo[1,2,5]thiadiazol-4-yl-phenyl)-dimethyl-amine). As a reaction SMILES: I[C:2]1[C:7]2=[N:8][S:9][N:10]=[C:6]2[CH:5]=[CH:4][CH:3]=1.[CH3:11][N:12]([CH3:22])[C:13]1[CH:18]=[CH:17][C:16](B(O)O)=[CH:15][CH:14]=1>>[N:10]1[S:9][N:8]=[C:7]2[C:2]([C:16]3[CH:17]=[CH:18][C:13]([N:12]([CH3:22])[CH3:11])=[CH:14][CH:15]=3)=[CH:3][CH:4]=[CH:5][C:6]=12. Procedure: Starting from 4-iodo-benzo[1,2,5]thiadiazole and 4-(dimethylamino)phenylboronic acid. Orange powder. MS(ES+): 256 (M+1). The reactants are C(C)(C)(C)OC(=O)N[C@](CC1=CC=CC=C1)(C(=O)NCC(=O)OCC)C ([N-(tert-butyloxycarbonyl)-α-methyl-(R)-phenylalanyl]glycine, ethyl ester). The solvent is Cl (HCl), O1CCOCC1 (dioxane). Conditions: time 1.5 hour. Yields the product C[C@@](N)(CC1=CC=CC=C1)C(=O)NCC(=O)OCC ((α-methyl-(R)-phenylalanyl)glycine, ethyl ester). As a reaction SMILES: C(OC([NH:8][C@@:9]([CH3:26])([C:17]([NH:19][CH2:20][C:21]([O:23][CH2:24][CH3:25])=[O:22])=[O:18])[CH2:10][C:11]1[CH:16]=[CH:15][CH:14]=[CH:13][CH:12]=1)=O)(C)(C)C>Cl.O1CCOCC1>[CH3:26][C@:9]([C:17]([NH:19][CH2:20][C:21]([O:23][CH2:24][CH3:25])=[O:22])=[O:18])([CH2:10][C:11]1[CH:16]=[CH:15][CH:14]=[CH:13][CH:12]=1)[NH2:8]. Procedure details: [N-(tert-butyloxycarbonyl)-α-methyl-(R)-phenylalanyl]glycine, ethyl ester was stirred at ambient temperature in 4N HCl in dioxane (30 ml). After 1.5 h, the solvent was removed in vacuo. The residue was transferred to a separatory funnel with EtOAc. Extraction with EtOAc (2×) and washing of the combined organic layers brine and drying with MgSO4 afforded 0.63 g of crude product after evaporation of the solvent. This was used in the next step without further purification. MS (ESI) 265 (M+H). Reactants: C(C)OP(=O)(C(CC(C1=CC=CC=C1)=O)CCC1=CC=CC=C1)CC(=O)N1[C@H](C(=O)OCC2=CC=CC=C2)CCC1 ((±)-1-[[Ethoxy[3-oxo-3 -phenyl-1-(2-phenylethyl)propyl]phosphinyl]acetyl]-L-proline, phenylmethyl ester), Br[Si](C)(C)C (bromotrimethylsilane), Br[Si](C)(C)C (bromotrimethylsilane). Run in ClCCl (dichloromethane). Conditions: time 3 hour. Yields the product OP(=O)(C(CC(C1=CC=CC=C1)=O)CCC1=CC=CC=C1)CC(=O)N1[C@H](C(=O)OCC2=CC=CC=C2)CCC1 ((±)-1-[[hydroxy[3-oxo-3-phenyl-1-(2-phenylethyl)propyl]phosphinyl]acetyl]-L-proline, phenylmethyl ester). Yield: 100.0%. As a reaction SMILES: C([O:3][P:4]([CH2:24][C:25]([N:27]1[CH2:41][CH2:40][CH2:39][C@H:28]1[C:29]([O:31][CH2:32][C:33]1[CH:38]=[CH:37][CH:36]=[CH:35][CH:34]=1)=[O:30])=[O:26])([CH:6]([CH2:16][CH2:17][C:18]1[CH:23]=[CH:22][CH:21]=[CH:20][CH:19]=1)[CH2:7][C:8](=[O:15])[C:9]1[CH:14]=[CH:13][CH:12]=[CH:11][CH:10]=1)=[O:5])C.Br[Si](C)(C)C>ClCCl>[OH:5][P:4]([CH2:24][C:25]([N:27]1[CH2:41][CH2:40][CH2:39][C@H:28]1[C:29]([O:31][CH2:32][C:33]1[CH:34]=[CH:35][CH:36]=[CH:37][CH:38]=1)=[O:30])=[O:26])([CH:6]([CH2:16][CH2:17][C:18]1[CH:23]=[CH:22][CH:21]=[CH:20][CH:19]=1)[CH2:7][C:8](=[O:15])[C:9]1[CH:10]=[CH:11][CH:12]=[CH:13][CH:14]=1)=[O:3]. Procedure details: A solution of the product from part (e) (1.146 g., 1.99 mmole) in dry dichloromethane (6 ml.) is treated with bromotrimethylsilane (0.55 ml., 4.17 mmole) and stirred at room temperature under argon. After 3 hours, additional bromotrimethylsilane (0.2 ml.) is added and stirring continued for 1 hour. The excess bromotrimethylsilane and dichloromethane are removed in vacuo and the residue is treated with water and ethyl acetate and stirred for 15 minutes. The aqueous phase is separated and the ethy...